From a dataset of the Open Reaction Database (ORD), a public repository of structured organic reaction records. describe an organic reaction: reactants, conditions, products, and yield Procedure: A solution of sodium dithionite (772 mg) in water (6 mL) was added to a solution of N-(2,6-diethyl-4-nitro-phenyl)-4-methyl-benzenesulfonamide (309 mg) in tetrahydrofuran (6 mL) and the resulting mixture was stirred at 50° C. for 20 hours. After cooling, the water was saturated with potassium carbonate and extracted with ethyl acetate (2×10 mL). The combined organic phases were dried over sodium sulfate, concentrated in vacuo and purified by flash chromatography to furnish 70 mg (25%) of the tit... Solvent: O (water), O (water), O1CCCC1 (tetrahydrofuran). The product is NC1=CC(=C(C(=C1)C)NS(=O)(=O)C1=CC=C(C=C1)C)C (N-(4-Amino-2,6-dimethyl-phenyl)-4-methyl-benzenesulfonamide). Isolated yield 27.2%. Conditions: temperature 50 celsius, time 20 hour. Reactants: C([O-])([O-])=O.[K+].[K+] (potassium carbonate), S(=O)([O-])S(=O)[O-].[Na+].[Na+] (sodium dithionite), C(C)C1=C(C(=CC(=C1)[N+](=O)[O-])CC)NS(=O)(=O)C1=CC=C(C=C1)C (N-(2,6-diethyl-4-nitro-phenyl)-4-methyl-benzenesulfonamide). RXN SMILES: S(S([O-])=O)([O-])=O.[Na+].[Na+].[CH2:9]([C:11]1[CH:16]=[C:15]([N+:17]([O-])=O)[CH:14]=[C:13]([CH2:20]C)[C:12]=1[NH:22][S:23]([C:26]1[CH:31]=[CH:30][C:29]([CH3:32])=[CH:28][CH:27]=1)(=[O:25])=[O:24])C.C(=O)([O-])[O-].[K+].[K+]>O.O1CCCC1>[NH2:17][C:15]1[CH:14]=[C:13]([CH3:20])[C:12]([NH:22][S:23]([C:26]2[CH:31]=[CH:30][C:29]([CH3:32])=[CH:28][CH:27]=2)(=[O:25])=[O:24])=[C:11]([CH3:9])[CH:16]=1 |f:0.1.2,4.5.6|. Starting materials: CC1CC2=C(C(=N)NC2=N)C(Br)C1, CC1COCCN1C1=NC(=N)CS1, Cl, Cl, N=C1NC(=N)C2=C1CCCC2, N=C1CSC(=N)N1. The product is CC1CC2=C(C(=C3SC(N4CCOCC4C)=NC3=N)NC2=N)C(Br)C1. As a reaction SMILES: [Br:1][CH:2]1[C:3]2=[C:7]([C:6](=[NH:12])[NH:5][C:4]2=[NH:13])[CH2:8][CH:9]([CH3:11])[CH2:10]1.[CH3:15][CH:16]1[CH2:17][O:18][CH2:19][CH2:20][N:21]1[C:22]1=[N:26][C:25](=[NH:27])[CH2:24][S:23]1.[ClH:14].[ClH:39].[NH:28]=[C:29]1[C:30]2=[C:35]([CH2:34][CH2:33][CH2:32][CH2:31]2)[C:36](=[NH:37])[NH:38]1.[NH:40]=[C:41]1[NH:42][C:43](=[NH:44])[CH2:45][S:46]1>>[Br:1][CH:2]1[C:3]2=[C:7]([C:6](=[NH:12])[NH:5][C:4]2=[C:24]2[S:23][C:22]([N:21]3[CH:16]([CH3:15])[CH2:17][O:18][CH2:19][CH2:20]3)=[N:26][C:25]2=[NH:27])[CH2:8][CH:9]([CH3:11])[CH2:10]1.